The task is: describe an organic reaction: reactants, conditions, products, and yield. This data is from the Open Reaction Database (ORD), a public repository of structured organic reaction records. Reactants: C(C)OC(C(C(CCOCC1=CC=CC=C1)O)N(CC1=CC=CC=C1)CC1=CC=CC=C1)=O (5-benzyloxy-2-dibenzylamino-3-hydroxy-pentanoic acid ethyl ester), O.[OH-].[Li+] (lithium hydroxide monohydrate), aqueous solution, P(=O)(O)(O)[O-].[K+] (potassium dihydrogenphosphate). The solvent is O1CCCC1 (tetrahydrofurane), O (water). Conditions: temperature 60 celsius, time 16 hour. Yields the product C(C1=CC=CC=C1)OCCC(C(C(=O)O)N(CC1=CC=CC=C1)CC1=CC=CC=C1)O (5-benzyloxy-2-dibenzylamino-3-hydroxy-pentanoic acid). RXN SMILES: C([O:3][C:4](=[O:33])[CH:5]([N:18]([CH2:26][C:27]1[CH:32]=[CH:31][CH:30]=[CH:29][CH:28]=1)[CH2:19][C:20]1[CH:25]=[CH:24][CH:23]=[CH:22][CH:21]=1)[CH:6]([OH:17])[CH2:7][CH2:8][O:9][CH2:10][C:11]1[CH:16]=[CH:15][CH:14]=[CH:13][CH:12]=1)C.O.[OH-].[Li+].P([O-])(O)(O)=O.[K+]>O1CCCC1.O>[CH2:10]([O:9][CH2:8][CH2:7][CH:6]([OH:17])[CH:5]([N:18]([CH2:26][C:27]1[CH:28]=[CH:29][CH:30]=[CH:31][CH:32]=1)[CH2:19][C:20]1[CH:25]=[CH:24][CH:23]=[CH:22][CH:21]=1)[C:4]([OH:33])=[O:3])[C:11]1[CH:12]=[CH:13][CH:14]=[CH:15][CH:16]=1 |f:1.2.3,4.5|. Procedure: To 13.0 g (29 mmol) racemic (2S,3R and 2R,3S)-5-benzyloxy-2-dibenzylamino-3-hydroxy-pentanoic acid ethyl ester in 150 ml tetrahydrofurane were added 4.88 g (116 mmol) lithium hydroxide monohydrate dissolved in 41 ml water. The mixture was stirred at 60° C. for 16 hours. A 1 M aqueous solution of potassium dihydrogenphosphate was added followed by extraction with ethylacetate. Chromatography on silicagel with heptane/etylacetate 4:1 to 1:1 yielded 8.57 g (70%) racemic (2S,3R and 2R,3S)-5-benzylox... The reactants are O (H2O), N1C(=NC2=C1C=CC=C2)NC2CCN(CC2)C(=O)OCC (ethyl 4-(1H-benzimidazol-2-ylamino)-1-piperidine-carboxylate), ClC1CCC=2C1=NC=CC2 (7-chloro-6,7-dihydro-5H-cyclopenta[b]pyridine), C([O-])([O-])=O.[K+].[K+] (potassium carbonate). Solvent: C(C)#N (acetonitrile). Product: N1=CC=CC=2CCC(C12)N1C(=NC2=C1C=CC=C2)NC2CCN(CC2)C(=O)OCC (ethyl 4-[[1-(6,7-dihydro-5H-1-pyrindin-7-yl) 1H-benzimidazol-2-yl]amino]-1-piperidinecarboxylate). Isolated yield 68.3%. As a reaction SMILES: [NH:1]1[C:5]2[CH:6]=[CH:7][CH:8]=[CH:9][C:4]=2[N:3]=[C:2]1[NH:10][CH:11]1[CH2:16][CH2:15][N:14]([C:17]([O:19][CH2:20][CH3:21])=[O:18])[CH2:13][CH2:12]1.Cl[CH:23]1[C:27]2=[N:28][CH:29]=[CH:30][CH:31]=[C:26]2[CH2:25][CH2:24]1.C(=O)([O-])[O-].[K+].[K+].O>C(#N)C>[N:28]1[C:27]2[CH:23]([N:1]3[C:5]4[CH:6]=[CH:7][CH:8]=[CH:9][C:4]=4[N:3]=[C:2]3[NH:10][CH:11]3[CH2:16][CH2:15][N:14]([C:17]([O:19][CH2:20][CH3:21])=[O:18])[CH2:13][CH2:12]3)[CH2:24][CH2:25][C:26]=2[CH:31]=[CH:30][CH:29]=1 |f:2.3.4|. Procedure: A mixture of ethyl 4-(1H-benzimidazol-2-ylamino)-1-piperidine-carboxylate (0.0289 mol), 7-chloro-6,7-dihydro-5H-cyclopenta[b]pyridine (0.0289 mol) and potassium carbonate (0.0867 mol) in acetonitrile (250 ml) was stirred and refluxed for 48 hours and then brought to room temperature. The reaction was carried out again using the same quantities. The mixtures were combined, poured out into H2O and extracted with EtOAc. The organic layer was separated, washed with H2O, dried (MgSO4), filtered and t... Starting materials: C(C)(C)C1=C2C(NS(=O)(=O)C2=CC(=C1)OC)=O (4-isopropyl-6-methoxysaccharin), C=O (formaldehyde), C(C)O (ethanol). Product: OCN1S(=O)(=O)C2=CC(=CC(=C2C1=O)C(C)C)OC (2-hydroxymethyl-4-isopropyl-6-methoxysaccharin), C(C)(=O)OC(C)=O (acetic anhydride). Reaction SMILES: [CH:1]([C:4]1[CH:14]=[C:13]([O:15][CH3:16])[CH:12]=[C:11]2[C:5]=1[C:6](=[O:17])[NH:7][S:8]2(=[O:10])=[O:9])([CH3:3])[CH3:2].C=[O:19].[CH2:20]([OH:22])[CH3:21]>>[OH:22][CH2:20][N:7]1[C:6](=[O:17])[C:5]2[C:11](=[CH:12][C:13]([O:15][CH3:16])=[CH:14][C:4]=2[CH:1]([CH3:3])[CH3:2])[S:8]1(=[O:9])=[O:10].[C:20]([O:19][C:13](=[O:15])[CH3:14])(=[O:22])[CH3:21]. Procedure details: Condensation of 4-isopropyl-6-methoxysaccharin with aqueous formaldehyde in ethanol gives 2-hydroxymethyl-4-isopropyl-6-methoxysaccharin, acetylation of which with acetic anhydride and a catalytic amount of sulfuric acid gives 2-acetoxymethyl-4-isopropyl-6-methoxysaccharin. The reactants are CC(C)n1nc(C(=O)NC2CC(COCC(=O)O)N(C(=O)OC(C)(C)C)C2)c2ccccc21, CNC. The product is CC(C)n1nc(C(=O)NC2CC(COCC(=O)N(C)C)N(C(=O)OC(C)(C)C)C2)c2ccccc21. Reaction SMILES: [C:1]([CH3:2])([CH3:3])([CH3:4])[O:5][C:6](=[O:7])[N:8]1[CH:9]([CH2:28][O:29][CH2:30][C:31](=[O:32])[OH:33])[CH2:10][CH:11]([NH:13][C:14](=[O:15])[c:16]2[n:17][n:18]([CH:25]([CH3:26])[CH3:27])[c:19]3[cH:20][cH:21][cH:22][cH:23][c:24]23)[CH2:12]1.[CH3:34][NH:35][CH3:36]>>[C:1]([CH3:2])([CH3:3])([CH3:4])[O:5][C:6](=[O:7])[N:8]1[CH:9]([CH2:28][O:29][CH2:30][C:31](=[O:32])[N:35]([CH3:34])[CH3:36])[CH2:10][CH:11]([NH:13][C:14](=[O:15])[c:16]2[n:17][n:18]([CH:25]([CH3:26])[CH3:27])[c:19]3[cH:20][cH:21][cH:22][cH:23][c:24]23)[CH2:12]1. Reactants: OC1=CC=C(C(=O)O)C=C1 (4-hydroxybenzoic acid), C(C)OCC (diethyl ether), N1=CC=CC=C1 (pyridine), C(CCCCC)OC1=CC=C(C(=O)Cl)C=C1 (4-hexyloxybenzoic acid chloride). Yields the product C(CCCCC)C1=CC=C(C(=O)OC2=CC=C(C(=O)O)C=C2)C=C1 (4-(4-hexylbenzoyloxy)-benzoic acid). Reaction SMILES: [OH:1][C:2]1[CH:10]=[CH:9][C:5]([C:6]([OH:8])=[O:7])=[CH:4][CH:3]=1.N1[CH:16]=[CH:15][CH:14]=[CH:13][CH:12]=1.C(O[C:24]1[CH:32]=[CH:31][C:27]([C:28](Cl)=[O:29])=[CH:26][CH:25]=1)CCCCC.[CH2:33](OCC)C>>[CH2:12]([C:24]1[CH:32]=[CH:31][C:27]([C:28]([O:1][C:2]2[CH:10]=[CH:9][C:5]([C:6]([OH:8])=[O:7])=[CH:4][CH:3]=2)=[O:29])=[CH:26][CH:25]=1)[CH2:13][CH2:14][CH2:15][CH2:16][CH3:33]. Procedure details: 1.38 g. of 4-hydroxybenzoic acid is dissolved in 50 cc. of pyridine and mixed at -10° dropwise with a solution of 2.4 g. of 4-hexyloxybenzoic acid chloride in 10 cc. of diethyl ether. The reaction mixture is refluxed for 4 hours, the solvents are distilled off, the remainder is taken up in 50 cc. of ether, and shaken neutral with dilute hydrochloric acid and then with water. After drying, the ether is removed by evaporation, the solid residue is dissolved in chloroform, mixed with a few drops of... Starting materials: C1OC2[C@H](CCCCCCC(=O)OC)[C@H](CC2OC1)C=CC(C(CC=C(C)C)(C)C)=O (9-ethylenedioxy-15-keto-16,16,19-trimethyl-prosta-13,18-dienoic acid, methyl ester), [BH4-].[Na+] (sodium borohydride). The solvent is CO (methanol). Run at time 30 minute. The product is O=C1[C@H](CCCCCCC(=O)OC)[C@H](CC1)C=CC(C(CC=C(C)C)(C)C)O (9-keto-15-hydroxy-16,16,19-trimethyl-prosta-13,18-dienoic acid, methyl ester). Reaction SMILES: C1CO[CH:17]2[CH:3]([C@@H:4]([C@@H:15]([CH:20]=[CH:21][C:22](=[O:31])[C:23]([CH3:30])([CH3:29])[CH2:24][CH:25]=[C:26]([CH3:28])[CH3:27])[CH2:16]2)[CH2:5][CH2:6][CH2:7][CH2:8][CH2:9][CH2:10][C:11]([O:13][CH3:14])=[O:12])[O:2]1.[BH4-].[Na+]>CO>[O:2]=[C:3]1[CH2:17][CH2:16][C@H:15]([CH:20]=[CH:21][CH:22]([OH:31])[C:23]([CH3:30])([CH3:29])[CH2:24][CH:25]=[C:26]([CH3:27])[CH3:28])[C@H:4]1[CH2:5][CH2:6][CH2:7][CH2:8][CH2:9][CH2:10][C:11]([O:13][CH3:14])=[O:12] |f:1.2|. Procedure details: To a solution of 9-ethylenedioxy-15-keto-16,16,19-trimethyl-prosta-13,18-dienoic acid, methyl ester, (5.2 g.) in methanol (40 ml.), 0.89 g of sodium borohydride are gradually added, while the temperature is kept under 35° C. The mixture is stirred for 30 minutes, then diluted with 300 ml. of water and extracted with ethyl acetate (3×100 ml). The organic layer is washed with water to neutrality, dried over Na2SO4 and the solvent is evaporated in vacuo, to obtain a residue (4.9 g) which is suspend... Reactants: NC=1SC=C(N1)C(C(=O)N[C@H]1[C@H]2SCC(=C(N2C1=O)C(=O)O)CSC1=CC(=NC=2N1N=C(N2)C(NO)=O)C)=O ((6R,7R)-7-(2-Amino-4-thiazoleglyoxylamido)-3-[[[2-(hydroxycarbamoyl)-5-methyl-s-triazolo[1,5-a]pyrimidin-7-yl]thio]methyl]-8-oxo-5-thia-1-azabicyclo[4.2.0]oct-2-ene-2-carboxylic acid), Cl.NOCS(=O)(=O)C=1C=C(C(O)=CC1)O (4-[[(aminooxy)-methyl]sulphonyl]pyrocatechol hydrochloride), Cl.NOCS(=O)(=O)C=1C=C(C(O)=CC1)O (4-[[(aminooxy)-methyl]sulphonyl]-pyrocatechol hydrochloride). The solvent is CC(=O)N(C)C (dimethyl-acetamide). Yields the product NC=1SC=C(N1)/C(/C(=O)N[C@H]1[C@H]2SCC(=C(N2C1=O)C(=O)O)CSC1=CC(=NC=2N1N=C(N2)C(NO)=O)C)=N/OCS(=O)(=O)C2=CC(=C(C=C2)O)O ((6R,7R)-7-[(Z)-2-(2-amino-4-thiazolyl)-2-[[[(3,4-dihydroxyphenyl)sulphonyl]methoxy]imino]acetamido]-3-[[[2-(hydroxy-carbamoyl)-5-methyl-s-triazolo[1,5-a]pyrimidin-7-yl]thio]-methyl]-8-oxo-5-thia-1-azabicyclo[4.2.0]oct-2-ene-2-carboxylic acid). The yield is 93.4%. RXN SMILES: [NH2:1][C:2]1[S:3][CH:4]=[C:5]([C:7](=O)[C:8]([NH:10][C@@H:11]2[C:18](=[O:19])[N:17]3[C@@H:12]2[S:13][CH2:14][C:15]([CH2:23][S:24][C:25]2[N:30]4[N:31]=[C:32]([C:34](=[O:37])[NH:35][OH:36])[N:33]=[C:29]4[N:28]=[C:27]([CH3:38])[CH:26]=2)=[C:16]3[C:20]([OH:22])=[O:21])=[O:9])[N:6]=1.Cl.[NH2:41][O:42][CH2:43][S:44]([C:47]1[CH:48]=[C:49]([OH:54])[C:50](=[CH:52][CH:53]=1)[OH:51])(=[O:46])=[O:45]>CC(N(C)C)=O>[NH2:1][C:2]1[S:3][CH:4]=[C:5](/[C:7](=[N:41]/[O:42][CH2:43][S:44]([C:47]2[CH:53]=[CH:52][C:50]([OH:51])=[C:49]([OH:54])[CH:48]=2)(=[O:45])=[O:46])/[C:8]([NH:10][C@@H:11]2[C:18](=[O:19])[N:17]3[C@@H:12]2[S:13][CH2:14][C:15]([CH2:23][S:24][C:25]2[N:30]4[N:31]=[C:32]([C:34](=[O:37])[NH:35][OH:36])[N:33]=[C:29]4[N:28]=[C:27]([CH3:38])[CH:26]=2)=[C:16]3[C:20]([OH:22])=[O:21])=[O:9])[N:6]=1 |f:1.2|. Procedure: (6R,7R)-7-(2-Amino-4-thiazoleglyoxylamido)-3-[[[2-(hydroxycarbamoyl)-5-methyl-s-triazolo[1,5-a]pyrimidin-7-yl]thio]methyl]-8-oxo-5-thia-1-azabicyclo[4.2.0]oct-2-ene-2-carboxylic acid (80 mg) (0.135 mmol) and 45 mg (0.176 mmol) of 4-[[(aminooxy)-methyl]sulphonyl]pyrocatechol hydrochloride are dissolved in 4 ml of absolute dimethyl-acetamide. After stirring at room temperature for 24 hours a further 14 mg (0.06 mmol) of 4-[[(aminooxy)-methyl]sulphonyl]-pyrocatechol hydrochloride are added. After a...